describe an organic reaction: reactants, conditions, products, and yield From a dataset of the Open Reaction Database (ORD), a public repository of structured organic reaction records. Starting materials: [BH4-], O=C1CCc2cc(Br)ccc21, CO, [Na+], O=S(=O)(O)O, c1ccccc1. Yields the product Brc1ccc2c(c1)CC=C2. As a reaction SMILES: [BH4-:12].[Br:1][c:2]1[cH:3][c:4]2[c:8]([cH:9][cH:10]1)[C:7](=[O:11])[CH2:6][CH2:5]2.[CH3:25][OH:26].[Na+:13].[S:14](=[O:15])(=[O:16])([OH:17])[OH:18].[cH:19]1[cH:20][cH:21][cH:22][cH:23][cH:24]1>>[Br:1][c:2]1[cH:3][c:4]2[c:8]([cH:9][cH:10]1)[CH:7]=[CH:6][CH2:5]2. Starting materials: CCOC(=O)Cl, Nc1cc(F)c(Cl)cc1F, c1ccncc1. Product: CCOC(=O)Nc1cc(F)c(Cl)cc1F. Reaction SMILES: [Cl:11][C:12](=[O:13])[O:14][CH2:15][CH3:16].[Cl:1][c:2]1[cH:3][c:4]([F:10])[c:5]([NH2:6])[cH:7][c:8]1[F:9].[cH:17]1[cH:18][cH:19][n:20][cH:21][cH:22]1>>[Cl:1][c:2]1[cH:3][c:4]([F:10])[c:5]([NH:6][C:12](=[O:13])[O:14][CH2:15][CH3:16])[cH:7][c:8]1[F:9].